The task is: describe an organic reaction: reactants, conditions, products, and yield. This data is from the Open Reaction Database (ORD), a public repository of structured organic reaction records. Starting materials: I(=O)(=O)(=O)[O-].[Na+] (sodium periodate), II (iodine), C(C)(=O)OC(C)=O (acetic anhydride), [Cl-].[Na+] (sodium chloride), [OH-].[Na+] (sodium hydroxide), S(O)(O)(=O)=O (Sulfuric acid), S(=O)([O-])[O-].[Na+].[Na+] (sodium sulfite), ClC1=CC=C(C=C1)CC (1-chloro-4-ethyl benzene). The solvent is C(C)(=O)O (acetic acid), C(C)(=O)OCC (ethyl acetate), O (water). Reaction conditions: temperature 0 celsius, time 18 hour. Product: ClC1=CC(=C(C=C1)CC)I (4-chloro-1-ethyl-2-iodo-benzene). The yield is 76.1%. Reaction SMILES: I([O-])(=O)(=O)=O.[Na+].[I:7]I.C(OC(=O)C)(=O)C.S(=O)(=O)(O)O.[Cl:21][C:22]1[CH:27]=[CH:26][C:25]([CH2:28][CH3:29])=[CH:24][CH:23]=1.S([O-])([O-])=O.[Na+].[Na+].[OH-].[Na+].[Cl-].[Na+]>O.C(OCC)(=O)C.C(O)(=O)C>[Cl:21][C:22]1[CH:27]=[CH:26][C:25]([CH2:28][CH3:29])=[C:24]([I:7])[CH:23]=1 |f:0.1,6.7.8,9.10,11.12|. Procedure: A mixture of sodium periodate (12 g, 56 mmol), iodine (9.5 g, 37 mmol), acetic acid (80 ml) and acetic anhydride (40 ml) was cooled to 0° C. Sulfuric acid (18 ml) was added dropwise followed by 1-chloro-4-ethyl benzene (15 ml, 110 mmol) dropwise. After stirring for 18 hours, a solution of sodium sulfite (20 g) in water (300 ml) was added. The mixture was adjusted to about pH 7 by addition of 50% aqueous sodium hydroxide solution and treated with ethyl acetate (200 ml) and saturated aqueous sodiu... The reactants are CN, CC(C)O, Cn1c(=O)cc(Cl)n(-c2ccccc2)c1=O. Product: CNc1cc(=O)n(C)c(=O)n1-c1ccccc1. As a reaction SMILES: [CH3:17][NH2:18].[CH3:19][CH:20]([OH:21])[CH3:22].[Cl:1][c:2]1[cH:3][c:4](=[O:16])[n:5]([CH3:15])[c:6](=[O:14])[n:7]1-[c:8]1[cH:9][cH:10][cH:11][cH:12][cH:13]1>>[c:2]1([NH:18][CH3:17])[cH:3][c:4](=[O:16])[n:5]([CH3:15])[c:6](=[O:14])[n:7]1-[c:8]1[cH:9][cH:10][cH:11][cH:12][cH:13]1. The reactants are CCO, CCOC(C)=O, Cl, [Na+], CCOC(=O)C1CCOc2cc(Oc3ccc(C(=O)NCCc4ccc5c(c4)OCO5)cc3)c(Cl)cc21, C1CCOC1, [OH-]. Product: O=C(NCCc1ccc2c(c1)OCO2)c1ccc(Oc2cc3c(cc2Cl)C(C(=O)O)CCO3)cc1. RXN SMILES: [CH2:41]([OH:42])[CH3:43].[CH3:49][CH2:50][O:51][C:52](=[O:53])[CH3:54].[ClH:40].[Na+:39].[O:1]1[CH2:2][O:3][c:4]2[c:5]1[cH:6][cH:7][c:8]([CH2:10][CH2:11][NH:12][C:13](=[O:14])[c:15]1[cH:16][cH:17][c:18]([O:19][c:20]3[c:21]([Cl:35])[cH:22][c:23]4[c:28]([cH:29]3)[O:27][CH2:26][CH2:25][CH:24]4[C:30](=[O:31])[O:32][CH2:33][CH3:34])[cH:36][cH:37]1)[cH:9]2.[O:44]1[CH2:45][CH2:46][CH2:47][CH2:48]1.[OH-:38]>>[O:1]1[CH2:2][O:3][c:4]2[c:5]1[cH:6][cH:7][c:8]([CH2:10][CH2:11][NH:12][C:13](=[O:14])[c:15]1[cH:16][cH:17][c:18]([O:19][c:20]3[c:21]([Cl:35])[cH:22][c:23]4[c:28]([cH:29]3)[O:27][CH2:26][CH2:25][CH:24]4[C:30](=[O:31])[OH:32])[cH:36][cH:37]1)[cH:9]2. Starting materials: [N+](=O)([O-])C1=C(CO)C=CC=C1 (o-nitro benzylalcohol), BrCC(=O)OCC (ethyl bromoacetate), [H-].[Na+] (sodium hydride). Run in CN(C)C=O (DMF). Reaction conditions: temperature 150 celsius, time 1 hour. Product: [N+](=O)([O-])C1=C(COCC(=O)OCC)C=CC=C1 (ethyl (o-nitro-benzyloxy)acetate). As a reaction SMILES: [N+:1]([C:4]1[CH:11]=[CH:10][CH:9]=[CH:8][C:5]=1[CH2:6][OH:7])([O-:3])=[O:2].Br[CH2:13][C:14]([O:16][CH2:17][CH3:18])=[O:15].[H-].[Na+]>CN(C=O)C>[N+:1]([C:4]1[CH:11]=[CH:10][CH:9]=[CH:8][C:5]=1[CH2:6][O:7][CH2:13][C:14]([O:16][CH2:17][CH3:18])=[O:15])([O-:3])=[O:2] |f:2.3|. Procedure: 20 g o-nitro benzylalcohol and 21.7 ml ethyl bromoacetate was dissolved in 250 ml dry DMF. Portions of 55-60% sodium hydride were added to this solution under stirring over one hour until a total amount of 8.5 g had been added. The mixture was left overnight at room temperature and then heated to 150° C. under stirring for 2 hours. The mixture was then evaporated and the residue was partitioned between diethylether and water. The organic phase was evaporated to give 14 g ethyl (o-nitro-benzyloxy... The reactants are C1CCOC1, Cl, [Li+], CCOC(=O)CN1CCC(N2CCN(C(=O)C(Cc3cc(C)c(O)c(CC)c3)OC(=O)N3CCC(N4CCc5ccccc5NC4=O)CC3)CC2)CC1, [OH-], O. The product is CCc1cc(CC(OC(=O)N2CCC(N3CCc4ccccc4NC3=O)CC2)C(=O)N2CCN(C3CCN(CC(=O)O)CC3)CC2)cc(C)c1O. RXN SMILES: [CH2:58]1[O:59][CH2:60][CH2:61][CH2:62]1.[ClH:56].[Li+:2].[O:3]=[C:4]1[NH:5][c:6]2[c:7]([cH:52][cH:53][cH:54][cH:55]2)[CH2:8][CH2:9][N:10]1[CH:11]1[CH2:12][CH2:13][N:14]([C:17](=[O:18])[O:19][CH:20]([C:21](=[O:22])[N:23]2[CH2:24][CH2:25][N:26]([CH:29]3[CH2:30][CH2:31][N:32]([CH2:35][C:36](=[O:37])[O:38][CH2:39][CH3:40])[CH2:33][CH2:34]3)[CH2:27][CH2:28]2)[CH2:41][c:42]2[cH:43][c:44]([CH2:50][CH3:51])[c:45]([OH:49])[c:46]([CH3:48])[cH:47]2)[CH2:15][CH2:16]1.[OH-:1].[OH2:57]>>[O:3]=[C:4]1[NH:5][c:6]2[c:7]([cH:52][cH:53][cH:54][cH:55]2)[CH2:8][CH2:9][N:10]1[CH:11]1[CH2:12][CH2:13][N:14]([C:17](=[O:18])[O:19][CH:20]([C:21](=[O:22])[N:23]2[CH2:24][CH2:25][N:26]([CH:29]3[CH2:30][CH2:31][N:32]([CH2:35][C:36](=[O:37])[OH:38])[CH2:33][CH2:34]3)[CH2:27][CH2:28]2)[CH2:41][c:42]2[cH:43][c:44]([CH2:50][CH3:51])[c:45]([OH:49])[c:46]([CH3:48])[cH:47]2)[CH2:15][CH2:16]1. The reactants are CS(C)=O, OCC1CO1, Cl, N#N, [Na], O=C(O)C=Cc1ccc(O)cc1, OCC(O)CO. Product: O=C(O)C=Cc1ccccc1. RXN SMILES: [CH3:22][S:23]([CH3:24])=[O:25].[CH:16]1([CH2:19][OH:20])[O:17][CH2:18]1.[ClH:21].[N:14]#[N:15].[Na:13].[OH:1][c:2]1[cH:3][cH:4][c:5]([CH:6]=[CH:7][C:8](=[O:9])[OH:10])[cH:11][cH:12]1.[OH:26][CH2:27][CH:28]([CH2:29][OH:30])[OH:31]>>[cH:2]1[cH:3][cH:4][c:5]([CH:6]=[CH:7][C:8](=[O:9])[OH:10])[cH:11][cH:12]1. Yields the product CC(C)(O)c1nccs1. RXN SMILES: [Br:1][c:2]1[s:3][cH:4][cH:5][n:6]1.[CH2:16]1[O:17][CH2:18][CH2:19][CH2:20]1.[CH3:12][C:13]([CH3:14])=[O:15].[CH:8]([Mg+:9])([CH3:10])[CH3:11].[Cl-:7]>>[c:2]1([C:13]([CH3:12])([CH3:14])[OH:15])[s:3][cH:4][cH:5][n:6]1. Starting materials: Brc1nccs1, C1CCOC1, CC(C)=O, CC(C)[Mg+], [Cl-]. The reactants are ClC1=C(C(=O)OC)C=CC(=C1CC1=NOCC1)C=S(=O)=O (methyl 2-chloro-3-(4,5-dihydro-3-isoxazolylmethyl)-4-sulfonylmethylbenzoate), [OH-].[Li+] (lithium hydroxide), Cl (hydrochloric acid). Run in C(C)OCC (diethyl ether), O1CCCC1 (tetrahydrofuran). Product: ClC1=C(C(=O)O)C=CC(=C1CC1=NOCC1)C=S(=O)=O (2-Chloro-3-(4,5-dihydro-3-isoxazolylmethyl)-4-sulfonylmethylbenzoic Acid). Reaction SMILES: [Cl:1][C:2]1[C:11]([CH2:12][C:13]2[CH2:17][CH2:16][O:15][N:14]=2)=[C:10]([CH:18]=[S:19](=[O:21])=[O:20])[CH:9]=[CH:8][C:3]=1[C:4]([O:6]C)=[O:5].[OH-].[Li+].Cl>O1CCCC1.C(OCC)C>[Cl:1][C:2]1[C:11]([CH2:12][C:13]2[CH2:17][CH2:16][O:15][N:14]=2)=[C:10]([CH:18]=[S:19](=[O:20])=[O:21])[CH:9]=[CH:8][C:3]=1[C:4]([OH:6])=[O:5] |f:1.2|. Procedure: At 5° C., a solution of 2.3 g (7 mmol) of methyl 2-chloro-3-(4,5-dihydro-3-isoxazolylmethyl)-4-sulfonylmethylbenzoate in 40 ml of tetrahydrofuran is treated with 0.3 g (13 mmol) of lithium hydroxide. The reaction mixture is taken up in 300 ml of diethyl ether and adjusted to pH 1 using 10% strength aqueous hydrochloric acid. The aqueous phase is extracted with diethyl ether. The combined organic phases are dried over sodium sulfate, filtered and freed from the solvent under reduced pressure. Yie...